From a dataset of the Open Reaction Database (ORD), a public repository of structured organic reaction records. describe an organic reaction: reactants, conditions, products, and yield The reactants are C(C)OC1=NC=C(C=C1C=1NC(C=2C(N1)=C(N(N2)C)CC)=O)S(=O)(=O)N2CCN(CC2)CC (5-[2-Ethoxy-5-(4-ethylpiperazin-1-ylsulphonyl)pyridin-3-yl]-3-ethyl-2-methyl-2,6-dihydro-7H-pyrazolo[4,3-d]pyrimidin-7-one), COCCN (2-methoxyethylamine). The reagents and catalysts are O.O.O.O.O.S(=O)(=O)([O-])[O-].[Cu+2] (copper (II) sulphate pentahydrate). The product is C(C)C=1N(N=C2C1N=C(NC2=O)C=2C(=NC=C(C2)S(=O)(=O)N2CCN(CC2)CC)NCCOC)C (3-Ethyl-5-[5-(4-ethylpiperazin-1-ylsulphonyl)-2-(2-methoxyethylamino)pyridin-3-yl]-2-methyl-2,6-dihydro-7H-pyrazolo[4,3-d]pyrimidin-7-one). Isolated yield 69.0%. RXN SMILES: C(O[C:4]1[C:9]([C:10]2[NH:11][C:12](=[O:22])[C:13]3[C:14](=[C:16]([CH2:20][CH3:21])[N:17]([CH3:19])[N:18]=3)[N:15]=2)=[CH:8][C:7]([S:23]([N:26]2[CH2:31][CH2:30][N:29]([CH2:32][CH3:33])[CH2:28][CH2:27]2)(=[O:25])=[O:24])=[CH:6][N:5]=1)C.[CH3:34][O:35][CH2:36][CH2:37][NH2:38]>O.O.O.O.O.S([O-])([O-])(=O)=O.[Cu+2]>[CH2:20]([C:16]1[N:17]([CH3:19])[N:18]=[C:13]2[C:12](=[O:22])[NH:11][C:10]([C:9]3[C:4]([NH:38][CH2:37][CH2:36][O:35][CH3:34])=[N:5][CH:6]=[C:7]([S:23]([N:26]4[CH2:31][CH2:30][N:29]([CH2:32][CH3:33])[CH2:28][CH2:27]4)(=[O:24])=[O:25])[CH:8]=3)=[N:15][C:14]=12)[CH3:21] |f:2.3.4.5.6.7.8|. Reported procedure: A mixture of the title compound of Example 78 (200 mg, 0.42 mmol),and copper (II) sulphate pentahydrate (150 mg, 0.60 mmol) in 2-methoxyethylamine (2 ml) was heated under reflux for 2 hours, then cooled. The reaction was partitioned between dichloromethane (20 ml) and aqueous sodium carbonate solution (5 ml), and the layers separated. The organic phase was dried (Na2SO4) and evaporated under reduced pressure. The residue was purified by column chromatography on silica gel using an elution gradie... Starting materials: [N+](=O)([O-])[O-].[Na+] (sodium nitrate), N(=O)[O-].[Na+] (sodium nitrite), ClC1=C(C=CC=C1Cl)O (2,3-dichlorophenol), S(O)(O)(=O)=O (sulfuric acid). Solvent: C(Cl)Cl (methylene chloride), C(Cl)Cl (methylene chloride). Reaction conditions: time 24 hour. Yields the product [N+](=O)([O-])C1=C(C(=C(C=C1)Cl)Cl)O (2-nitro-5,6 dichlorophenol). Yield: 43.3%. Reaction SMILES: [Cl:1][C:2]1[C:7]([Cl:8])=[CH:6][CH:5]=[CH:4][C:3]=1[OH:9].[N+:10]([O-])([O-:12])=[O:11].[Na+].S(=O)(=O)(O)O.N([O-])=O.[Na+]>C(Cl)Cl>[N+:10]([C:4]1[CH:5]=[CH:6][C:7]([Cl:8])=[C:2]([Cl:1])[C:3]=1[OH:9])([O-:12])=[O:11] |f:1.2,4.5|. Reported procedure: 2,3-dichlorophenol (3.26 g, 20 mmol) was dissolved in methylene chloride(40 mL) followed by the addition of sodium nitrate (1.88 g, 22 mmol). The addition of sulfuric acid (20 mL/3M) was then made, followed by addition of a catalytic amount of sodium nitrite. The mixture was allowed to stir. After 24 hours, the reaction mixture was diluted with methylene chloride and extracted with water. The organic layer was dried over MgSO4 and filtered. The solvent was evaporated and chromatography of the re... Reactants: CCOC(=O)C(C)(C)Br, O=Cc1cc(F)ccc1O, [K+], [K+], O=C([O-])[O-], CN(C)C=O. Product: CCOC(=O)C(C)(C)Oc1ccc(F)cc1C=O. Reaction SMILES: [CH2:11]([CH3:12])[O:13][C:14]([C:15]([CH3:16])([CH3:17])[Br:18])=[O:19].[F:1][c:2]1[cH:3][cH:4][c:5]([OH:10])[c:6]([CH:7]=[O:8])[cH:9]1.[K+:20].[K+:21].[O-:22][C:23]([O-:24])=[O:25].[O:26]=[CH:27][N:28]([CH3:29])[CH3:30]>>[F:1][c:2]1[cH:3][cH:4][c:5]([O:10][C:15]([C:14]([O:13][CH2:11][CH3:12])=[O:19])([CH3:16])[CH3:17])[c:6]([CH:7]=[O:8])[cH:9]1. Reactants: C(CCCC)O (pentanol), Na, ClC=1C(=NC=CN1)C1(CN2CCC1CC2)O (3-(3-Chloropyrazinyl)-1-azabicyclo[2.2.2]octan-3-ol). Run in Cl (HCl). Conditions: temperature 70 celsius. The product is C(CCCC)OC=1C(=NC=CN1)C1(CN2CCC1CC2)O (3-(3-pentyloxypyrazinyl)-1-azabicyclo[2.2.2]octan-3-ol). RXN SMILES: [CH2:1]([OH:6])[CH2:2][CH2:3][CH2:4][CH3:5].Cl[C:8]1[C:9]([C:14]2([OH:22])[CH:19]3[CH2:20][CH2:21][N:16]([CH2:17][CH2:18]3)[CH2:15]2)=[N:10][CH:11]=[CH:12][N:13]=1>Cl>[CH2:1]([O:6][C:8]1[C:9]([C:14]2([OH:22])[CH:19]3[CH2:20][CH2:21][N:16]([CH2:17][CH2:18]3)[CH2:15]2)=[N:10][CH:11]=[CH:12][N:13]=1)[CH2:2][CH2:3][CH2:4][CH3:5]. Procedure: To a solution of 30 ml of pentanol that had reacted with 0.5 g of Na (0.022 mol) was added 1.7 g of (7) (0.0071 mol). The reaction was heated to 70° C. for 2 h, the reaction cooled to ambient temperature, and 30 ml of 1 N HCl was added. The excess pentanol was azeotroped off with water and the residue made basic with 5 N NaOH. The mixture was extracted 3× with 25 ml of CH2Cl2, the extracts washed with brine, dried, and the solvent evaporated. The residue was purified by radial chromatography elu... Starting materials: CCOC(=O)CP(=O)(OCC)OCC, COCCOC, CC(C)CN1C(=O)c2cccc(F)c2C1O, [H-], [Na+]. Yields the product CCOC(=O)CC1c2c(F)cccc2C(=O)N1CC(C)C. Reaction SMILES: [CH3:19][CH2:20][O:21][C:22](=[O:23])[CH2:24][P:25]([O:26][CH2:27][CH3:28])([O:29][CH2:30][CH3:31])=[O:32].[CH3:33][O:34][CH2:35][CH2:36][O:37][CH3:38].[F:3][c:4]1[c:5]2[c:9]([cH:10][cH:11][cH:12]1)[C:8](=[O:13])[N:7]([CH2:14][CH:15]([CH3:16])[CH3:17])[CH:6]2[OH:18].[H-:1].[Na+:2]>>[F:3][c:4]1[c:5]2[c:9]([cH:10][cH:11][cH:12]1)[C:8](=[O:13])[N:7]([CH2:14][CH:15]([CH3:16])[CH3:17])[CH:6]2[CH2:24][C:22]([O:21][CH2:20][CH3:19])=[O:23].